Dataset: the Open Reaction Database (ORD), a public repository of structured organic reaction records. Task: describe an organic reaction: reactants, conditions, products, and yield The reactants are BrC1=CC(=C(C=C1)N1CCN2C1=NC1=C2C(=CC=C1Cl)C(CC)CC)Cl (1-(4-bromo-2-chlorophenyl)-8-chloro-5-(1-ethylpropyl)-2,3-dihydro-1H-imidazo[1,2-a]benzimidazole), C(CCC)[Li] (n-butyllithium), CN(C=O)C (N,N-dimethylformamide). Run in O1CCCC1 (tetrahydrofuran). Run at temperature 0 celsius, time 1 hour. The product is ClC=1C=C(C=O)C=CC1N1CCN2C1=NC1=C2C(=CC=C1Cl)C(CC)CC (3-Chloro-4-[8-chloro-5-(1-ethylpropyl)-2,3-dihydro-1H-imidazo[1,2-a]benzimidazol-1-yl]benzaldehyde). As a reaction SMILES: Br[C:2]1[CH:7]=[CH:6][C:5]([N:8]2[C:12]3=[N:13][C:14]4[C:19]([Cl:20])=[CH:18][CH:17]=[C:16]([CH:21]([CH2:24][CH3:25])[CH2:22][CH3:23])[C:15]=4[N:11]3[CH2:10][CH2:9]2)=[C:4]([Cl:26])[CH:3]=1.C([Li])CCC.CN(C)[CH:34]=[O:35]>O1CCCC1>[Cl:26][C:4]1[CH:3]=[C:2]([CH:7]=[CH:6][C:5]=1[N:8]1[C:12]2=[N:13][C:14]3[C:19]([Cl:20])=[CH:18][CH:17]=[C:16]([CH:21]([CH2:24][CH3:25])[CH2:22][CH3:23])[C:15]=3[N:11]2[CH2:10][CH2:9]1)[CH:34]=[O:35]. Procedure: To a solution of 1-(4-bromo-2-chlorophenyl)-8-chloro-5-(1-ethylpropyl)-2,3-dihydro-1H-imidazo[1,2-a]benzimidazole (204.6 mg, 0.451 mmol) in tetrahydrofuran (3.0 mL) was added n-butyllithium (1.60 M solution in n-hexane, 0.34 mL, 0.542 mmol) at −78° C. The reaction mixture was stirred at same temperature for 1 hr, to the mixture was added N,N-dimethylformamide (0.17 mL, 2.255 mmol). The reaction mixture was allowed to warm to 0° C. and stirred for 1 hr. The reaction mixture was quenched with aque... Starting materials: C1(CCCCC1)C(=O)C=1C(=NC=CC1)C(=O)O (3-cyclohexylcarbonyl-2-pyridinecarboxylic acid), N1=C2C(=CC=C1)C(=O)OC2=O (2,3-pyridinedicarboxylic anhydride), C1(CCCCC1)[Mg]Cl (cyclohexylmagnesium chloride). Product: C1(CCCCC1)C1=C(N(C(C2=NC=CC=C21)=O)C)C(=O)O (5-Cyclohexyl-7,8-dihydro-7-methyl-8-oxo-6-pyrido[3,4-b]pyridinecarboxylic acid). RXN SMILES: [CH:1]1([C:7]([C:9]2[C:10]([C:15]([OH:17])=O)=[N:11][CH:12]=[CH:13][CH:14]=2)=O)[CH2:6][CH2:5][CH2:4][CH2:3][CH2:2]1.[N:18]1[CH:23]=CC=C2C([O:26][C:27](=[O:28])[C:19]=12)=O.C1([Mg]Cl)CCCCC1>>[CH:1]1([C:7]2[C:9]3[C:10](=[N:11][CH:12]=[CH:13][CH:14]=3)[C:15](=[O:17])[N:18]([CH3:23])[C:19]=2[C:27]([OH:28])=[O:26])[CH2:2][CH2:3][CH2:4][CH2:5][CH2:6]1. Procedure: Starting from 3-cyclohexylcarbonyl-2-pyridinecarboxylic acid, which was prepared from 2,3-pyridinedicarboxylic anhydride and cyclohexylmagnesium chloride, substantially the same reaction and work-up as in Reference Exampe 1-Process 2-Step 1 to Step 4 were conducted to give the title compound as a pale yellow oil, which was used for the reaction of Example 76. Starting materials: C(C)OC(=O)N1CCN(CC1)C([C@H](CCCN/C(=N/S(=O)(=O)C=1C(=C(C2=C(CC(O2)(C)C)C1C)C)C)/N)N)=O (4-[(S)-2-Amino-5-({amino-[(E)-2,2,4,6,7-pentamethyl-2,3-dihydro-benzofuran-5 sulfonylimino]-methyl}-amino)-pentanoyl]-piperazine-1-carboxylic acid ethyl ester), [OH-].[Na+] (NaOH), C1CCOC1 (THF), OS(=O)(=O)O (H2SO4), [Cl-] (chloride), C1CCOC1 (THF). Run in O (H2O). Reaction conditions: temperature 5 celsius, time 5 minute. The product is C(C)OC(=O)N1CCN(CC1)C([C@H](CCCN/C(=N/S(=O)(=O)C=1C(=C(C2=C(CC(O2)(C)C)C1C)C)C)/N)NS(=O)(=O)C1=C(C=C(C=C1C(C)C)C(C)C)C(C)C)=O (4-[(S)-5-({Amino-[(E)-2,2,4,6,7-pentamethyl-2,3-dihydro-benzofuran-5-sulfonylimino]-methyl}-amino)-2-(2,4,6-triisopropyl-benzenesulfonylamino)-pentanoyl]-piperazine-1-carboxylic acid ethyl ester). RXN SMILES: [CH2:1]([O:3][C:4]([N:6]1[CH2:11][CH2:10][N:9]([C:12](=[O:39])[C@@H:13]([NH2:38])[CH2:14][CH2:15][CH2:16][NH:17]/[C:18](/[NH2:37])=[N:19]/[S:20]([C:23]2[C:24]([CH3:36])=[C:25]([CH3:35])[C:26]3[O:30][C:29]([CH3:32])([CH3:31])[CH2:28][C:27]=3[C:33]=2[CH3:34])(=[O:22])=[O:21])[CH2:8][CH2:7]1)=[O:5])[CH3:2].[OH-].[Na+].[Cl-].[OH:43][S:44]([OH:47])(=O)=O.[CH2:48]1[CH2:52]O[CH2:50][CH2:49]1>O>[CH2:1]([O:3][C:4]([N:6]1[CH2:7][CH2:8][N:9]([C:12](=[O:39])[C@@H:13]([NH:38][S:44]([C:48]2[C:52]([CH:25]([CH3:26])[CH3:35])=[CH:24][C:23]([CH:33]([CH3:27])[CH3:34])=[CH:50][C:49]=2[CH:13]([CH3:14])[CH3:12])(=[O:47])=[O:43])[CH2:14][CH2:15][CH2:16][NH:17]/[C:18](/[NH2:37])=[N:19]/[S:20]([C:23]2[C:24]([CH3:36])=[C:25]([CH3:35])[C:26]3[O:30][C:29]([CH3:31])([CH3:32])[CH2:28][C:27]=3[C:33]=2[CH3:34])(=[O:22])=[O:21])[CH2:10][CH2:11]1)=[O:5])[CH3:2] |f:1.2|. Reported procedure: To a solution of compound G (1.0 g, 1.8 mmol) in THF (7 mL) was added 3.1N aqueous NaOH (4.0 mL) and stirred for 5 min. The reaction mixture was cooled to ˜5° C., and then a solution of tripsyl chloride added drop wise (2.2 g, 7.3 mmol) in THF (5 mL) and stirred at room temperature overnight (˜18 h). The reaction mixture was diluted with H2O (130 mL), acidified with 2% H2SO4 (15 mL) and extracted with EtOAc (3×80 mL). Organic layer were combined and washed with H2O (2×400 mL), saturated NaHCO3 (...